Dataset: the Open Reaction Database (ORD), a public repository of structured organic reaction records. Task: describe an organic reaction: reactants, conditions, products, and yield Starting materials: C1(=CC=CC=C1)CCCCCCC(=O)C=1OC(=CN1)C1=CC=CC(=N1)C(=O)OC (methyl 6-(2-(7-phenylheptanoyl)oxazol-5-yl)picolinate). The solvent is CC(=O)O.CCOC(=O)C (AcOH EtOAc). Product: C1(=CC=CC=C1)CCCCCCC(=O)C=1OC(=CN1)C1=CC=CC(=N1)C(=O)O (6-(2-(7-Phenylheptanoyl)oxazol-5-yl)picolinic acid). The yield is 22.4%. Reaction SMILES: [C:1]1([CH2:7][CH2:8][CH2:9][CH2:10][CH2:11][CH2:12][C:13]([C:15]2[O:16][C:17]([C:20]3[N:25]=[C:24]([C:26]([O:28]C)=[O:27])[CH:23]=[CH:22][CH:21]=3)=[CH:18][N:19]=2)=[O:14])[CH:6]=[CH:5][CH:4]=[CH:3][CH:2]=1>CC(O)=O.CCOC(C)=O>[C:1]1([CH2:7][CH2:8][CH2:9][CH2:10][CH2:11][CH2:12][C:13]([C:15]2[O:16][C:17]([C:20]3[N:25]=[C:24]([C:26]([OH:28])=[O:27])[CH:23]=[CH:22][CH:21]=3)=[CH:18][N:19]=2)=[O:14])[CH:6]=[CH:5][CH:4]=[CH:3][CH:2]=1 |f:1.2|. Reported procedure: The title compound was prepared from methyl 6-(2-(7-phenylheptanoyl)oxazol-5-yl)picolinate (9 mg, 0.059 mmol) following General Procedure E. Preparative thin layer chromatography (2% AcOH/EtOAc) yielded the title compound as a white solid (5 mg, 57%): 1H NMR (THF-d8, 500 MHz) δ 8.11-8.04 (m, 4H), 7.22-7.08 (m, 5H), 3.08 (t, 2H, J=7.5 Hz), 2.61 (t, 2H, J=7.5 Hz), 1.76-1.68 (m, 2H), 1.68-1.62 (m, 2H), 1.45-1.41 (m, 4H); 13C NMR (THF-d8, 125 MHz) δ 185.6, 163.1, 156.4, 151.4, 147.6, 144.7, 141.0, 1... Reactants: C(#N)C(C=1C(=C(C(=NC1C(F)(F)F)C(F)F)C(=O)OC)CC(C)C)=C1OCCC1 (5-[Cyano(dihydro-2(3H)-furanylidene)methyl]-4-(2-methylpropyl)-2-(difluoromethyl)6-(trifluoromethyl)-3-pyridinecarboxylic acid, methyl ester), FC(S(=O)(=O)Cl)(F)F (trifluoromethanesulfonyl chloride), C[Si](C)(C)[N-][Si](C)(C)C.[Na+] (sodium bis(trimethylsilyl)amide), C[Si](C)(C)[N-][Si](C)(C)C.[Na+] (sodium bis(trimethylsilyl)amide), FC(S(=O)(=O)Cl)(F)F (trifluoromethanesulfonyl chloride), Cl (HCl). The solvent is C1CCOC1 (THF), C(C)(=O)OCC (ethyl acetate), hexanes. Reaction conditions: temperature -70 celsius, time 5 minute. Product: C(#N)C(C=1C(=C(C(=NC1C(F)(F)F)C(F)F)C(=O)OC)CC(C)C)=C1OCCC1(Cl)Cl (5[Cyano(3,3-dichlorodihydro-2(3H)-furanylidene)methyl]-2-(difluoromethyl)-4-(2-methylpropyl)-6-(trifluoromethyl)-3-pyridinecarboxylic acid, methyl ester). Yield: 24.0%. Reaction SMILES: [C:1]([C:3](=[C:25]1[CH2:29][CH2:28][CH2:27][O:26]1)[C:4]1[C:5]([CH2:21][CH:22]([CH3:24])[CH3:23])=[C:6]([C:17]([O:19][CH3:20])=[O:18])[C:7]([CH:14]([F:16])[F:15])=[N:8][C:9]=1[C:10]([F:13])([F:12])[F:11])#[N:2].C[Si]([N-][Si](C)(C)C)(C)C.[Na+].FC(F)(F)S([Cl:45])(=O)=O.[ClH:48]>C(OCC)(=O)C.C1COCC1>[C:1]([C:3](=[C:25]1[C:29]([Cl:45])([Cl:48])[CH2:28][CH2:27][O:26]1)[C:4]1[C:5]([CH2:21][CH:22]([CH3:23])[CH3:24])=[C:6]([C:17]([O:19][CH3:20])=[O:18])[C:7]([CH:14]([F:16])[F:15])=[N:8][C:9]=1[C:10]([F:12])([F:11])[F:13])#[N:2] |f:1.2|. Procedure details: A 100 mL round-bottomed flask was charged with 1.5 g (3.6 mmol) of the compound of Example 2 and 20 mL anhydrous THF. The solution was cooled to -70° C. and 3.6 mL sodium bis(trimethylsilyl)amide (1.0 M solution in THF) was added via syringe. After 5 minutes, 0.6 g (3.6 mmol) trifluoromethanesulfonyl chloride was added. After 15 minutes an additional 3.6 mL sodium bis(trimethylsilyl)amide was added followed by additional 0.6 g trifluoromethanesulfonyl chloride. After stirring one hour at -70° C.... Reactants: S1C=CC=C1 (thiophene), [Cl-].[Al+3].[Cl-].[Cl-] (aluminum chloride), [N+](=O)([O-])C1=CC=CC=C1 (nitrobenzene), [N+](=O)([O-])C1=CC=CC=C1 (nitrobenzene), C1(CCC(=O)O1)=O (succinic anhydride), Cl (hydrochloric acid). Conditions: time 8 hour. The product is O=C(CCC(=O)O)C=1SC=CC1 (4-oxo-4-(2-thienyl)butyric acid). The yield is 53.0%. Reaction SMILES: [S:1]1[CH:5]=[CH:4][CH:3]=[CH:2]1.[N+](C1C=CC=CC=1)([O-])=O.[C:15]1(=[O:21])[O:20][C:18](=[O:19])[CH2:17][CH2:16]1.[Cl-].[Al+3].[Cl-].[Cl-].Cl>>[O:21]=[C:15]([C:2]1[S:1][CH:5]=[CH:4][CH:3]=1)[CH2:16][CH2:17][C:18]([OH:20])=[O:19] |f:3.4.5.6|. Reported procedure: A solution of 0.3 mole of thiophene in 100 ml. of nitrobenzene is added dropwise with stirring to a cooled mixture of 30 g. (0.3 mole) of succinic anhydride, 87.8 g. (0.66 mole) of aluminum chloride and 300 ml. of nitrobenzene. The mixture is cooled and stirred for 30 minutes and then allowed to stand at room temperature overnight. The mixture is poured onto ice and 50 ml. of concentrated hydrochloric acid. The nitrobenzene is removed by steam distillation. The aqueous layer is decanted and the ... The reactants are C, CCO, [H][H], CC1(C)Nc2ccccc2-c2c([N+](=O)[O-])cnn21, [Pd]. Product: CC1(C)Nc2ccccc2-c2c(N)cnn21. Reaction SMILES: [C:24].[CH3:21][CH2:22][OH:23].[H:19][H:20].[N+:1]([O-:2])(=[O:3])[c:4]1[cH:5][n:6][n:7]2[c:16]1-[c:15]1[c:10]([cH:11][cH:12][cH:13][cH:14]1)[NH:9][C:8]2([CH3:17])[CH3:18].[Pd:25]>>[NH2:1][c:4]1[cH:5][n:6][n:7]2[c:16]1-[c:15]1[c:10]([cH:11][cH:12][cH:13][cH:14]1)[NH:9][C:8]2([CH3:17])[CH3:18]. Reactants: C1(=CC=CC=C1)C(CN)C1=CC=CC=C1 (2,2-diphenylethylamine), N#CBr (cyanogen bromide). Reaction SMILES: [C:1]1([CH:7]([C:10]2[CH:15]=[CH:14][CH:13]=[CH:12][CH:11]=2)[CH2:8][NH2:9])[CH:6]=[CH:5][CH:4]=[CH:3][CH:2]=1.[N:16]#[C:17]Br>CCOCC>[C:10]1([CH:7]([C:1]2[CH:2]=[CH:3][CH:4]=[CH:5][CH:6]=2)[CH2:8][NH:9][C:17]#[N:16])[CH:11]=[CH:12][CH:13]=[CH:14][CH:15]=1. Yields the product C1(=CC=CC=C1)C(CNC#N)C1=CC=CC=C1 (2,2-Diphenylethylcyanamide). Run in CCOCC (Et2O), CCOCC (Et2O). Procedure details: A cold (0° C.) solution of 2,2-diphenylethylamine (3.36 g, 17.0 mmol) in 50 ml of Et2O, was treated with a solution of cyanogen bromide (1.15 g, 10.9 mmol) in 10 ml of Et2O, under N2, resulting in the formation of a white precipitate. This precipitate was removed by filtration and the filtrate was concentrated in vacuo.